From a dataset of the Open Reaction Database (ORD), a public repository of structured organic reaction records. describe an organic reaction: reactants, conditions, products, and yield The reactants are FC1=CC(=C(C=O)C=C1)C(F)(F)F (4-fluoro-2-(trifluoromethyl)benzaldehyde), initial product, [H-].[Na+] (Sodium hydride), C1(CCCCC1)CCO (cyclohexaneethanol), ice water. Run in CN(C=O)C (dimethylformamide), CN(C=O)C (dimethylformamide). Reaction conditions: time 10 minute. Product: C1(CCCCC1)CCOC1=CC(=C(C=O)C=C1)C(F)(F)F (4-(2-cyclohexylethoxy)-2-(trifluoromethyl)benzaldehyde). The yield is 75.6%. As a reaction SMILES: [H-].[Na+].[CH:3]1([CH2:9][CH2:10][OH:11])[CH2:8][CH2:7][CH2:6][CH2:5][CH2:4]1.F[C:13]1[CH:20]=[CH:19][C:16]([CH:17]=[O:18])=[C:15]([C:21]([F:24])([F:23])[F:22])[CH:14]=1>CN(C)C=O>[CH:3]1([CH2:9][CH2:10][O:11][C:13]2[CH:20]=[CH:19][C:16]([CH:17]=[O:18])=[C:15]([C:21]([F:22])([F:24])[F:23])[CH:14]=2)[CH2:8][CH2:7][CH2:6][CH2:5][CH2:4]1 |f:0.1|. Reported procedure: Sodium hydride (343.2 mg, 8.58 mmol, 60% dispersed oil) was slowly added to cyclohexaneethanol (1 g, 7.8 mmol) dissolved in 30 ml of dried dimethylformamide under nitrogen at room temperature while stirring. The mixture was further stirred at room temperature for 30 minutes. Then, 4-fluoro-2-(trifluoromethyl)benzaldehyde (1.2 g, 7.8 mmol) dissolved in dried dimethylformamide was added thereto over 10 minutes and stirred at room temperature for 18 hours until the initial product disappeared. Subs... Starting materials: [Cl-].[NH4+] (ammonium chloride), 204.6g, C(C)C1N=CC(C(N1)CC)C (2,4-diethyl-5-methyl-2,3,4,5-tetrahydropyrimidine). The product is 125.1g, C(C)C1=NC=C(C=C1C)C (2-ethyl-3,5-dimethylpyridine). As a reaction SMILES: [CH2:1]([CH:3]1[NH:8][CH:7]([CH2:9][CH3:10])[CH:6]([CH3:11])[CH:5]=N1)[CH3:2].[Cl-].[NH4+]>>[CH2:9]([C:7]1[C:6]([CH3:11])=[CH:5][C:1]([CH3:2])=[CH:3][N:8]=1)[CH3:10] |f:1.2|. Reported procedure: A sample of 204.6g. of 2,4-diethyl-5-methyl-2,3,4,5-tetrahydropyrimidine and 0.8g. of ammonium chloride were heated over a 3/4 hr. period to reflux and refluxed for 5 hrs. Distillation yielded 125.1g of 2-ethyl-3,5-dimethylpyridine. b760 195°-205°C.; nuclear magnetic resonance spectrum, no solvent, δ in ppm, 8.17, m, 1H; 7.03 m, 1H; 2.08 s, 6H; 2.68 q, 2H; 1.23 t, 3H. The reactants are Cl.C(CCCC)(=N)N (valeramidine hydrochloride), C(CC(=O)C)(=O)OCC (ethyl acetoacetate), C[O-].[Na+] (sodium methoxide). The solvent is CO (methanol), [Cl-].[Na+].O (brine), O (water). Yields the product C(CCC)C1=NC(=CC(N1)=O)C (2-n-Butyl-6-methylpyrimidin-4(3H)-one). RXN SMILES: Cl.[C:2]([NH2:8])(=[NH:7])[CH2:3][CH2:4][CH2:5][CH3:6].[C:9](OCC)(=[O:14])[CH2:10][C:11]([CH3:13])=O.C[O-].[Na+]>CO.[Cl-].[Na+].O.O>[CH2:3]([C:2]1[NH:8][C:9](=[O:14])[CH:10]=[C:11]([CH3:13])[N:7]=1)[CH2:4][CH2:5][CH3:6] |f:0.1,3.4,6.7.8|. Procedure details: A solution of 2.0 g valeramidine hydrochloride, 1.9 g ethyl acetoacetate, and 791 mg sodium methoxide in 20 mL methanol was refluxed for 24 hours. The mixture was diluted with brine and water and was extracted three times with ether. The combined organic material was washed with brine, was dried over MgSO4, was stripped of solvent in vacuo, and then was Still flash chromatographed in 4% MeOH in CH2Cl2 to give the title compound as a white solid 1H NMR (250 MHz, CDCl3) δ13.01 (br s, 1H), 6.18 (s,... Reactants: dehydration product, OCC1C2CCC(C1C)C2 (2-hydroxymethyl-3-methylbicyclo[2.2.1]heptane), C=C1C2CCC(C1C)C2 (2-methylene-3-methylbicyclo-[2.2.1]heptane). Yields the product CC=1C2CCC(C1C)C2 (2,3-dimethylbicyclo[2.2.1]hept-2-ene). RXN SMILES: O[CH2:2][CH:3]1[CH:8]([CH3:9])[CH:7]2[CH2:10][CH:4]1[CH2:5][CH2:6]2.C=C1C(C)C2CC1CC2>>[CH3:2][C:3]1[CH:4]2[CH2:10][CH:7]([C:8]=1[CH3:9])[CH2:6][CH2:5]2. Procedure: In accordance with the same procedures as those conducted in Example 26, 2,200 g of a dehydration product of 2-hydroxymethyl-3-methylbicyclo[2.2.1]heptane containing 2-methylene-3-methylbicyclo-[2.2.1]heptane and 2,3-dimethylbicyclo[2.2.1]hept-2-ene was obtained. The obtained product was placed into a 5 liter four-necked flask in combination with 45 g of boron trifluoride diethyl etherate. The dimerization was conducted for 5 hours under stirring at 10° C. After the reaction mixture was washed w...